Dataset: the Open Reaction Database (ORD), a public repository of structured organic reaction records. Task: describe an organic reaction: reactants, conditions, products, and yield Reactants: BrC=1C=C(C(=NC1)N)C(=COC)C1CCCC1 (5-bromo-3-(1-cyclopentyl-2-methoxy-vinyl)-pyridin-2-ylamine), Cl(=O)(=O)(=O)O (perchloric acid). The solvent is O1CCOCC1 (dioxane). Run at temperature 80 celsius. The product is BrC=1C=C2C(=NC1)NC=C2C2CCCC2 (5-bromo-3-cyclopentyl-1H-pyrrolo[2,3-b]pyridine). Yield: 67.5%. As a reaction SMILES: [Br:1][C:2]1[CH:3]=[C:4]([C:9]([CH:13]2[CH2:17][CH2:16][CH2:15][CH2:14]2)=[CH:10]OC)[C:5]([NH2:8])=[N:6][CH:7]=1.Cl(O)(=O)(=O)=O>O1CCOCC1>[Br:1][C:2]1[CH:3]=[C:4]2[C:9]([CH:13]3[CH2:17][CH2:16][CH2:15][CH2:14]3)=[CH:10][NH:8][C:5]2=[N:6][CH:7]=1. Procedure: A mixture of 5-bromo-3-(1-cyclopentyl-2-methoxy-vinyl)-pyridin-2-ylamine (116.9 mg, 0.39 mmol) and perchloric acid (0.1 mL) in dioxane (1 mL) was heated at 80° C. for 2 hrs. Solvents were evaporated and the residue was washed with a solution of 2M. sodium carbonate (5 mL). A precipitate was formed and filtered off. It was washed with water and dried to afford the product 5-bromo-3-cyclopentyl-1H-pyrrolo[2,3-b]pyridine (69.8 mg, 67% yield) as a brown solid. MS: m/z 265/266 [MH+]. The reactants are ClC=1C=CC(=C(C(=O)NC2=NN(C=C2)C2=CC(=CC=C2)C(F)(F)F)C1)[N+](=O)[O-] (5-chloro-2-nitro-N-(1-(3-(trifluoromethyl)phenyl)-1H-pyrazol-3-yl)benzamide), CC=1C=C(C=CC1C)N1N=C(C=C1)NC(=O)C1=C(C=CC(=C1)N1CCCCC1)NC(=O)C=1C=C(CSCCC(=O)O)C=CC1 (3-(3-(2-(1-(3,4-dimethylphenyl)-1H-pyrazol-3-ylcarbamoyl)-4-(piperidin-1-yl)phenylcarbamoyl)-benzylthio)propanoic acid), ClC=1C=CC(=C(C(=O)NC2=NN(C=C2)C2=CC(=C(C=C2)C)C)C1)[N+](=O)[O-] (5-chloro-N-(1-(3,4-dimethylphenyl)-1H-pyrazol-3-yl)-2-nitrobenzamide). Product: N1(CCCCC1)C1=CC(=C(C=C1)NC(=O)C=1C=C(CSCCC(=O)O)C=CC1)C(NC1=NN(C=C1)C1=CC(=CC=C1)C(F)(F)F)=O (3-((3-((4-(Piperidin-1-yl)-2-((1-(3-(trifluoromethyl)phenyl)-1H-pyrazol-3-yl)carbamoyl)phenyl)carbamoyl)benzyl)thio)propanoic acid). As a reaction SMILES: Cl[C:2]1[CH:3]=[CH:4][C:5]([N+:26]([O-])=O)=[C:6]([CH:25]=1)[C:7]([NH:9][C:10]1[CH:14]=[CH:13][N:12]([C:15]2[CH:20]=[CH:19][CH:18]=[C:17]([C:21]([F:24])([F:23])[F:22])[CH:16]=2)[N:11]=1)=[O:8].CC1C=C(N2C=CC(NC(C3C=C(N4CCCCC4)C=CC=3N[C:58]([C:60]3[CH:61]=[C:62]([CH:70]=[CH:71][CH:72]=3)[CH2:63][S:64][CH2:65][CH2:66][C:67]([OH:69])=[O:68])=[O:59])=O)=N2)C=CC=1C.ClC1C=CC([N+]([O-])=O)=C(C=1)C(NC1C=C[N:84]([C:87]2[CH:92]=[CH:91][C:90]([CH3:93])=C(C)C=2)N=1)=O>>[N:84]1([C:2]2[CH:3]=[CH:4][C:5]([NH:26][C:58]([C:60]3[CH:61]=[C:62]([CH:70]=[CH:71][CH:72]=3)[CH2:63][S:64][CH2:65][CH2:66][C:67]([OH:69])=[O:68])=[O:59])=[C:6]([C:7](=[O:8])[NH:9][C:10]3[CH:14]=[CH:13][N:12]([C:15]4[CH:20]=[CH:19][CH:18]=[C:17]([C:21]([F:24])([F:23])[F:22])[CH:16]=4)[N:11]=3)[CH:25]=2)[CH2:87][CH2:92][CH2:91][CH2:90][CH2:93]1. Procedure: This compound was prepared from 5-chloro-2-nitro-N-(1-(3-(trifluoromethyl)phenyl)-1H-pyrazol-3-yl)benzamide 6c using the procedure described for the preparation of 3-(3-(2-(1-(3,4-dimethylphenyl)-1H-pyrazol-3-ylcarbamoyl)-4-(piperidin-1-yl)phenylcarbamoyl)-benzylthio)propanoic acid 5 from 5-chloro-N-(1-(3,4-dimethylphenyl)-1H-pyrazol-3-yl)-2-nitrobenzamide 4g. 1H-NMR (300 MHz, CD3OD, ppm): δ 8.715(d, J=6.9 Hz, 1H), 8.390-8.397(m, 1H), 8.180(s, 1H), 8.057-8.077(m, 1H), 8.020(s, 2H), 7.894-7.914(m... The reactants are N1CCC(CC1)NC(C(CCCC1=CC=CC=C1)CCCC1=CC=CC=C1)=O (5-phenyl-2-(3-phenyl-propyl)-pentanoic acid piperidin-4-ylamide), O1[C@H](C1)COC1=C2C=CC=NC2=CC=C1 ((R)-5-oxiranylmethoxy-quinoline). Run in C(C)(C)O (isopropanol). Conditions: temperature 70 celsius. Yields the product OC(CN1CCC(CC1)NC(C(CCCC1=CC=CC=C1)CCCC1=CC=CC=C1)=O)COC1=C2C=CC=NC2=CC=C1 (5-phenyl-2-(3-phenyl-propyl)-pentanoic acid {1-[2-hydroxy-3-(quinolin-5-yloxy)-propyl]piperidin-4-yl}-amide). Yield: 76.4%. Reaction SMILES: [NH:1]1[CH2:6][CH2:5][CH:4]([NH:7][C:8](=[O:28])[CH:9]([CH2:19][CH2:20][CH2:21][C:22]2[CH:27]=[CH:26][CH:25]=[CH:24][CH:23]=2)[CH2:10][CH2:11][CH2:12][C:13]2[CH:18]=[CH:17][CH:16]=[CH:15][CH:14]=2)[CH2:3][CH2:2]1.[O:29]1[CH2:31][C@@H:30]1[CH2:32][O:33][C:34]1[CH:43]=[CH:42][CH:41]=[C:40]2[C:35]=1[CH:36]=[CH:37][CH:38]=[N:39]2>C(O)(C)C>[OH:29][CH:30]([CH2:32][O:33][C:34]1[CH:43]=[CH:42][CH:41]=[C:40]2[C:35]=1[CH:36]=[CH:37][CH:38]=[N:39]2)[CH2:31][N:1]1[CH2:6][CH2:5][CH:4]([NH:7][C:8](=[O:28])[CH:9]([CH2:19][CH2:20][CH2:21][C:22]2[CH:27]=[CH:26][CH:25]=[CH:24][CH:23]=2)[CH2:10][CH2:11][CH2:12][C:13]2[CH:14]=[CH:15][CH:16]=[CH:17][CH:18]=2)[CH2:3][CH2:2]1. Procedure: 5-Phenyl-2-(3-phenyl-propyl)-pentanoic acid piperidin-4-ylamide (24) (100 mg; 0.264 mmol) is dissolved in isopropanol (10 mL) at ambient temperature. (R)-5-Oxiranylmethoxyquinoline (2) (53.2 mg; 0.264 mmol) is added, then the mixture is heated to 70° C. and maintained for 18 hours. After cooling to ambient temperature, the solution is concentrated in vacuo at 40° C. The residue is purified via silica gel chromatography with gradient elution (0%→25% methanol in methylene chloride) affording the d... Starting materials: CN(N=C1CCN(CC1)N(C)C)C ([4-(Dimethyl-hydrazono)-piperidin-1-yl]-dimethyl-amine), C[Si](C)(C)C#N (trimethylsilyl cyanide). Run in O (water). Reaction conditions: time 18 hour. The product is CN(N1CCC(CC1)(C#N)NN(C)C)C (1-Dimethylamino-4-(N′,N′-dimethyl-hydrazino)-piperidine-4-carbonitrile). Yield: 81.4%. As a reaction SMILES: [CH3:1][N:2]([CH3:13])[N:3]=[C:4]1[CH2:9][CH2:8][N:7]([N:10]([CH3:12])[CH3:11])[CH2:6][CH2:5]1.C[Si]([C:18]#[N:19])(C)C>O>[CH3:11][N:10]([CH3:12])[N:7]1[CH2:8][CH2:9][C:4]([NH:3][N:2]([CH3:13])[CH3:1])([C:18]#[N:19])[CH2:5][CH2:6]1. Procedure: 2.25 g [4-(Dimethyl-hydrazono)-piperidin-1-yl]-dimethyl-amine (from Step 1) is dissolved in 25 ml water, cooled in an ice bath, and 3.64 g trimethylsilyl cyanide is added at such a rate, that the internal temperature does not exceed 10° C. Then the mixture is stirred at ambient temperature for 18 hours, extracted with ethyl acetate, the organic layer washed with brine, dried over sodium sulfate, and the solvent evaporated, to give 2.1 g 1-Dimethylamino-4-(N′,N′-dimethyl-hydrazino)-piperidine-4-c... Starting materials: C1CCC2=NCCCN2CC1 (DBU), N1N=CC(=C1)C=1C2=C(N=CN1)N(C=C2)COCC[Si](C)(C)C (4-(1H-pyrazol-4-yl)-7-[2-(trimethylsilyl)ethoxy]methyl-7H-pyrrolo[2,3-d]-pyrimidine), C(#N)/C=C/C1(CCCC1)CNC(OC(C)(C)C)=O (tert-butyl (1-[(E)-2-cyanovinyl]cyclopentylmethyl)carbamate), C(#N)\C=C/C1(CCCC1)CNC(OC(C)(C)C)=O (tert-butyl (1-[(Z)-2-cyanovinyl]cyclopentylmethyl)carbamate). Run in C(C)#N (ACN). Reaction conditions: time 3 hour. Yields the product C(#N)CC(N1N=CC(=C1)C=1C2=C(N=CN1)N(C=C2)COCC[Si](C)(C)C)C2(CCCC2)CNC(OC(C)(C)C)=O (tert-Butyl [(1-{2-cyano-1-[4-(7-[2-(trimethylsilyl)ethoxy]methyl-7H-pyrrolo[2,3-d]pyrimidin-4-yl)-1H-pyrazol-1-yl]ethyl}cyclopentyl)methyl]carbamate). The yield is 55.0%. RXN SMILES: [NH:1]1[CH:5]=[C:4]([C:6]2[C:7]3[CH:14]=[CH:13][N:12]([CH2:15][O:16][CH2:17][CH2:18][Si:19]([CH3:22])([CH3:21])[CH3:20])[C:8]=3[N:9]=[CH:10][N:11]=2)[CH:3]=[N:2]1.[C:23](/[CH:25]=[CH:26]/[C:27]1([CH2:32][NH:33][C:34](=[O:40])[O:35][C:36]([CH3:39])([CH3:38])[CH3:37])[CH2:31][CH2:30][CH2:29][CH2:28]1)#[N:24].C(/C=C\C1(CNC(=O)OC(C)(C)C)CCCC1)#N.C1CCN2C(=NCCC2)CC1>C(#N)C>[C:23]([CH2:25][CH:26]([C:27]1([CH2:32][NH:33][C:34](=[O:40])[O:35][C:36]([CH3:38])([CH3:37])[CH3:39])[CH2:31][CH2:30][CH2:29][CH2:28]1)[N:1]1[CH:5]=[C:4]([C:6]2[C:7]3[CH:14]=[CH:13][N:12]([CH2:15][O:16][CH2:17][CH2:18][Si:19]([CH3:22])([CH3:21])[CH3:20])[C:8]=3[N:9]=[CH:10][N:11]=2)[CH:3]=[N:2]1)#[N:24]. Procedure details: To a solution of 4-(1H-pyrazol-4-yl)-7-[2-(trimethylsilyl)ethoxy]methyl-7H-pyrrolo[2,3-d]-pyrimidine (355 mg, 1.12 mmol) and tert-butyl (1-[(E)-2-cyanovinyl]cyclopentylmethyl)carbamate and tert-butyl (1-[(Z)-2-cyanovinyl]cyclopentylmethyl)carbamate as a mixture of isomers (329 mg, 1.31 mmol) in ACN (10 mL) was added DBU (0.168 mL, 1.12 mmol). The resulting mixture was stirred at ambient temperature for 3 hours followed by heating to 60° C. for 2.5 hours. The ACN was removed in vacuo and the resu... Reactants: C(C)OC1(C[C@@H](N(CC1)[C@@H](C)C1=CC=CC=C1)CN1C(C=2C(C1=O)=CC=CC2)=O)OCC (4,4-diethoxy-1-((S)-1-phenyl-ethyl)-(R)-2-phthalimidomethyl-piperidine), O.NN (hydrazine hydrate). The solvent is C(C)O (ethanol). The product is C(C)OC1(C[C@@H](N(CC1)[C@@H](C)C1=CC=CC=C1)CN)OCC (4,4-diethoxy-1-((S)-1-phenyl-ethyl)-(R)-2-aminomethyl-piperidine). The yield is 107.1%. Reaction SMILES: [CH2:1]([O:3][C:4]1([O:30][CH2:31][CH3:32])[CH2:9][CH2:8][N:7]([C@H:10]([C:12]2[CH:17]=[CH:16][CH:15]=[CH:14][CH:13]=2)[CH3:11])[C@@H:6]([CH2:18][N:19]2C(=O)C3=CC=CC=C3C2=O)[CH2:5]1)[CH3:2].O.NN>C(O)C>[CH2:31]([O:30][C:4]1([O:3][CH2:1][CH3:2])[CH2:9][CH2:8][N:7]([C@H:10]([C:12]2[CH:17]=[CH:16][CH:15]=[CH:14][CH:13]=2)[CH3:11])[C@@H:6]([CH2:18][NH2:19])[CH2:5]1)[CH3:32] |f:1.2|. Reported procedure: A mixture of 4,4-diethoxy-1-((S)-1-phenyl-ethyl)-(R)-2-phthalimidomethyl-piperidine (5.25 g, 12.0 mmol) and hydrazine hydrate (2.92 ml, 60 mmol) was stirred overnight in ethanol (100 ml) at room temperature. The solvent was removed in vacuo and the solid residue was extracted with refluxing diethyl ether. The diethyl ether fractions were combined and evaporated in vacuo, which afforded 3.94 g (94%) of 4,4-diethoxy-1-((S)-1-phenyl-ethyl)-(R)-2-aminomethyl-piperidine as an oil.